Dataset: the Open Reaction Database (ORD), a public repository of structured organic reaction records. Task: describe an organic reaction: reactants, conditions, products, and yield Reactants: [N+](=O)([O-])C1=C(OCC(COC2=C(C=CC=C2)[N+](=O)[O-])(C)C)C=CC=C1 (1,3-bis-(2-nitrophenoxy)-2,2-dimethyl-propane), [H][H] (hydrogen). Reagents/catalysts: [Ni] (Raney nickel). Run in CN(C)C=O (DMF). Yields the product NC1=C(OCC(COC2=C(C=CC=C2)N)(C)C)C=CC=C1 (1,3-bis-(2-aminophenoxy)-2,2-dimethylpropane). Reaction SMILES: [N+:1]([C:4]1[CH:25]=[CH:24][CH:23]=[CH:22][C:5]=1[O:6][CH2:7][C:8]([CH3:21])([CH3:20])[CH2:9][O:10][C:11]1[CH:16]=[CH:15][CH:14]=[CH:13][C:12]=1[N+:17]([O-])=O)([O-])=O.[H][H]>CN(C=O)C.[Ni]>[NH2:17][C:12]1[CH:13]=[CH:14][CH:15]=[CH:16][C:11]=1[O:10][CH2:9][C:8]([CH3:21])([CH3:20])[CH2:7][O:6][C:5]1[CH:22]=[CH:23][CH:24]=[CH:25][C:4]=1[NH2:1]. Reported procedure: 343 g 1,3-bis-(2-nitrophenoxy)-2,2-dimethyl-propane were hydrogenated at 60° C./50 bar in 1800 ml DMF in the presence of 53 g Raney nickel. After the uptake of hydrogen had stopped, the catalyst was filtered off and the solvent was removed in vacuo. The reactants are C[Si](C)(C)[N-][Si](C)(C)C.[K+] (potassium bis(trimethylsilyl)amide), Cl (hydrochloric acid), COC(CBr)=O (methylbromoacetate), C1(=CC=CC=C1)C=1OC2=C(N1)C=CC(=C2)C(CCC)=O (1-(2-phenyl-benzoxazol-6-yl)-butan-1-one). The solvent is C1CCOC1 (THF), C1CCOC1 (THF), C1(=CC=CC=C1)C (toluene), C1CCOC1 (THF). Reaction conditions: temperature -78 celsius, time 15 minute. The product is C(C)C(CC(=O)O)C(C1=CC2=C(N=C(O2)C2=CC=CC=C2)C=C1)=O (3-ethyl-4-oxo-4-(2-phenyl-benzoxazol-6-yl)-butyric acid). As a reaction SMILES: C[Si]([N-][Si](C)(C)C)(C)C.[K+].[C:11]1([C:17]2[O:18][C:19]3[CH:25]=[C:24]([C:26](=[O:30])[CH2:27][CH2:28][CH3:29])[CH:23]=[CH:22][C:20]=3[N:21]=2)[CH:16]=[CH:15][CH:14]=[CH:13][CH:12]=1.C[O:32][C:33](=[O:36])[CH2:34]Br.Cl>C1(C)C=CC=CC=1.C1COCC1>[CH2:28]([CH:27]([C:26](=[O:30])[C:24]1[CH:23]=[CH:22][C:20]2[N:21]=[C:17]([C:11]3[CH:16]=[CH:15][CH:14]=[CH:13][CH:12]=3)[O:18][C:19]=2[CH:25]=1)[CH2:34][C:33]([OH:36])=[O:32])[CH3:29] |f:0.1|. Reported procedure: 625.00 μl (313 μmol) potassium bis(trimethylsilyl)amide 0.5M in toluene are placed in 15 ml THF and cooled to −78° C. 75.00 mg (283 μmol) 1-(2-phenyl-benzoxazol-6-yl)-butan-1-one, dissolved in 15 ml THF, are added dropwise to this solution and the mixture is stirred for 15 min at −78° C. Then 55 mg (360 μmol) methylbromoacetate, dissolved in 5 ml THF, are also added dropwise and the mixture is stirred for 30 min at −78° C., then 1N hydrochloric acid is added and the mixture is extracted with die... The reactants are [OH-].[Na+] (sodium hydroxide), CCOCC (ether), Cl (hydrogen chloride), CNC1=C(C=CC=C1C)C (N-methyl-2,6-dimethylaniline), Cl (HCl), resultant mixture, C1=C(C=CC=C1O)C (m-cresol), N#CN (cyanamide). Yields the product CC1=C(C(=CC=C1)C)N(C(=N)N)C (1-(2,6-dimethylphenyl)-1-methylguanidine). Reaction SMILES: [CH3:1][NH:2][C:3]1[C:8]([CH3:9])=[CH:7][CH:6]=[CH:5]C=1C.Cl.C1C(O)=CC=CC=1C.[N:20]#[C:21][NH2:22].[OH-].[Na+].CCO[CH2:28][CH3:29]>>[CH3:9][C:8]1[CH:7]=[CH:6][CH:5]=[C:28]([CH3:29])[C:3]=1[N:2]([CH3:1])[C:21]([NH2:22])=[NH:20] |f:4.5|. Procedure details: To 40.5 g. (0.315 mole) of N-methyl-2,6-dimethylaniline is added 0.4 moles of ethereal HCl and 200 ml. of m-cresol. The mixture is then stirred and heated on a steam bath to drive off the ether and excess hydrogen chloride. To the resultant mixture is then added 13.3 g. (0.315 mole) of cyanamide then heated for 2 hours on a steam bath. The reaction mixture is then cooled, added to 150 ml. of conc. sodium hydroxide solution, cooled and extracted with 2 liters of ether. The ether layer is washed w... Starting materials: BrC=1C=C(C(N(C1)C)=O)NC1=NC=C(C=C1)OC1CN(C1)C (5-Bromo-1-methyl-3-(5-(1-methylazetidin-3-yloxy)pyridin-2-ylamino)pyridine-2(1H)-one), C(C)(=O)OCC=1C(=NC=CC1B1OC(C(O1)(C)C)(C)C)N1C(C=2N(C=3CCCCC3C2)CC1)=O ((2-(1-Oxo-3,4,6,7,8,9-hexahydropyrazino[1,2-a]indol-2(1H)-yl)-4-(4,4,5,5-tetramethyl-1,3,2-dioxaborolan-2-yl)pyridin-3-yl)methyl acetate), [O-]P(=O)([O-])[O-].[K+].[K+].[K+] (K3PO4), O.O.O.C(C)(=O)[O-].[Na+] (sodium acetate trihydrate). The reagents and catalysts are C1=CC=C(C=C1)P([C-]2C=CC=C2)C3=CC=CC=C3.C1=CC=C(C=C1)P([C-]2C=CC=C2)C3=CC=CC=C3.Cl[Pd]Cl.[Fe+2] (Pd(dppf)Cl2). Solvent: C(C)#N (acetonitrile), O (water). Run at temperature 100 celsius. Product: C(C)(=O)OCC=1C(=NC=CC1C1=CN(C(C(=C1)NC1=NC=C(C=C1)OC1CN(C1)C)=O)C)N1C(C=2N(C=3CCCCC3C2)CC1)=O ((4-(1-Methyl-5-(5-(1-methylazetidin-3-yloxy)pyridin-2-ylamino)-6-oxo-1,6-dihydropyridin-3-yl)-2-(1-oxo-3,4,6,7,8,9-hexahydropyrazino[1,2-a]indol-2(1H)-yl)pyridin-3-yl)methyl Acetate). Yield: 48.1%. Reaction SMILES: Br[C:2]1[CH:3]=[C:4]([NH:10][C:11]2[CH:16]=[CH:15][C:14]([O:17][CH:18]3[CH2:21][N:20]([CH3:22])[CH2:19]3)=[CH:13][N:12]=2)[C:5](=[O:9])[N:6]([CH3:8])[CH:7]=1.[C:23]([O:26][CH2:27][C:28]1[C:29]([N:43]2[CH2:55][CH2:54][N:46]3[C:47]4[CH2:48][CH2:49][CH2:50][CH2:51][C:52]=4[CH:53]=[C:45]3[C:44]2=[O:56])=[N:30][CH:31]=[CH:32][C:33]=1B1OC(C)(C)C(C)(C)O1)(=[O:25])[CH3:24].[O-]P([O-])([O-])=O.[K+].[K+].[K+].O.O.O.C([O-])(=O)C.[Na+]>C(#N)C.O.C1C=CC(P(C2C=CC=CC=2)[C-]2C=CC=C2)=CC=1.C1C=CC(P(C2C=CC=CC=2)[C-]2C=CC=C2)=CC=1.Cl[Pd]Cl.[Fe+2]>[C:23]([O:26][CH2:27][C:28]1[C:29]([N:43]2[CH2:55][CH2:54][N:46]3[C:47]4[CH2:48][CH2:49][CH2:50][CH2:51][C:52]=4[CH:53]=[C:45]3[C:44]2=[O:56])=[N:30][CH:31]=[CH:32][C:33]=1[C:2]1[CH:3]=[C:4]([NH:10][C:11]2[CH:16]=[CH:15][C:14]([O:17][CH:18]3[CH2:21][N:20]([CH3:22])[CH2:19]3)=[CH:13][N:12]=2)[C:5](=[O:9])[N:6]([CH3:8])[CH:7]=1)(=[O:25])[CH3:24] |f:2.3.4.5,6.7.8.9.10,13.14.15.16|. Procedure: A 100-mL round-bottomed flask equipped with a reflux condenser was charged with 206f (108 mg, 0.30 mmol), 3-(acetoxymethyl)-2-(1-oxo-3,4,6,7,8,9-hexahydropyrazino[1,2-a]indol-2(1H)-yl)pyridin-4-ylboronic acid 113i (115 mg, 0.30 mmol), Pd(dppf)Cl2 (15 mg, 0.015 mmol), K3PO4 (135 mg, 0.60 mmol), sodium acetate trihydrate (90 mg, 0.60 mmol) in acetonitrile (10 mL) and water (0.5 mL). The system was evacuated and refilled with N2. The reaction mixture was heated at 100° C. for 2 h. It was then coole...